The task is: describe an organic reaction: reactants, conditions, products, and yield. This data is from the Open Reaction Database (ORD), a public repository of structured organic reaction records. Reactants: Oc1ccc(Br)cc1, BrCCCCCCBr, O=C([O-])[O-], CCOC(C)=O, CN(C)C=O, [K+], [K+]. As a reaction SMILES: [Br:1][c:2]1[cH:3][cH:4][c:5]([OH:8])[cH:6][cH:7]1.[Br:9][CH2:10][CH2:11][CH2:12][CH2:13][CH2:14][CH2:15][Br:16].[C:17](=[O:18])([O-:19])[O-:20].[CH3:23][CH2:24][O:25][C:26](=[O:27])[CH3:28].[CH3:29][N:30]([CH3:31])[CH:32]=[O:33].[K+:21].[K+:22]>>[Br:1][c:2]1[cH:3][cH:4][c:5]([O:8][CH2:15][CH2:14][CH2:13][CH2:12][CH2:11][CH2:10][Br:9])[cH:6][cH:7]1. Product: BrCCCCCCOc1ccc(Br)cc1.